Dataset: the Open Reaction Database (ORD), a public repository of structured organic reaction records. Task: describe an organic reaction: reactants, conditions, products, and yield Starting materials: C(C(=O)O)(=O)O (oxalic acid), O.Cl.FC=1C=C(C=CC1F)NC(C1CCNCC1)C1=CC=C(C=C1)F (4-[[(3,4-difluorophenyl)amino](4-fluorophenyl)methyl]piperidine hydrochloride hydrate), ClCC1=NC2=CC=CC=C2C=C1 (2-chloromethylquinoline), C([O-])([O-])=O.[Na+].[Na+] (sodium carbonate). The solvent is CO (methanol), C(C)O (ethanol), CCOCC (ether). Reaction conditions: time 66 hour. Yields the product O.C(C(=O)O)(=O)O.FC=1C=C(C=CC1F)NC(C1CCN(CC1)CC1=NC2=CC=CC=C2C=C1)C1=CC=C(C=C1)F (N-(3,4-Difluorophenyl)-α-(4-fluorophenyl)-1-(2-quinolinylmethyl)-4-piperidinemethanamine ethanedioate hydrate). As a reaction SMILES: O.Cl.[F:3][C:4]1[CH:5]=[C:6]([NH:11][CH:12]([C:19]2[CH:24]=[CH:23][C:22]([F:25])=[CH:21][CH:20]=2)[CH:13]2[CH2:18][CH2:17][NH:16][CH2:15][CH2:14]2)[CH:7]=[CH:8][C:9]=1[F:10].Cl[CH2:27][C:28]1[CH:37]=[CH:36][C:35]2[C:30](=[CH:31][CH:32]=[CH:33][CH:34]=2)[N:29]=1.C(=O)([O-])[O-:39].[Na+].[Na+].[C:44]([OH:49])(=[O:48])[C:45]([OH:47])=[O:46]>C(O)C.CO.CCOCC>[OH2:39].[C:44]([OH:49])(=[O:48])[C:45]([OH:47])=[O:46].[F:3][C:4]1[CH:5]=[C:6]([NH:11][CH:12]([C:19]2[CH:20]=[CH:21][C:22]([F:25])=[CH:23][CH:24]=2)[CH:13]2[CH2:18][CH2:17][N:16]([CH2:27][C:28]3[CH:37]=[CH:36][C:35]4[C:30](=[CH:31][CH:32]=[CH:33][CH:34]=4)[N:29]=3)[CH2:15][CH2:14]2)[CH:7]=[CH:8][C:9]=1[F:10] |f:0.1.2,4.5.6,11.12.13|. Procedure: A mixture of 3.60 g (8.8 mmol) of 4-[[(3,4-difluorophenyl)amino](4-fluorophenyl)methyl]piperidine hydrochloride hydrate, 2.04 g (9.5 mmol) of 2-chloromethylquinoline and 3.0 g (28.3 mmol) of sodium carbonate in 200 mL of absolute ethanol was stirred at room temperature for 66 h. The solvent was removed in vacuo to give an oil. This was partitioned between CH2Cl2 and dilute NaOH. The CH2Cl2 solution was dried (Na2SO4), and the solvent was removed in vacuo to give an oil. A solution of the oil in ... The reactants are O=c1[nH]nc(Cl)c2cc(Br)ccc12, CC(C)(C)[O-], CCOC(C)=O, Cl, CC(=O)Nc1cccc(CN)c1, [Na+], O=C(C=Cc1ccccc1)C=Cc1ccccc1, O=C(C=Cc1ccccc1)C=Cc1ccccc1, O=C(C=Cc1ccccc1)C=Cc1ccccc1, [Pd], [Pd]. Product: CC(=O)Nc1cccc(CNc2ccc3c(=O)[nH]nc(Cl)c3c2)c1. RXN SMILES: [Br:1][c:2]1[cH:3][c:4]2[c:5]([Cl:13])[n:6][nH:7][c:8](=[O:12])[c:9]2[cH:10][cH:11]1.[CH3:27][C:28]([CH3:29])([O-:30])[CH3:31].[CH3:33][CH2:34][O:35][C:36]([CH3:37])=[O:38].[ClH:14].[NH2:15][CH2:16][c:17]1[cH:18][c:19]([NH:23][C:24]([CH3:25])=[O:26])[cH:20][cH:21][cH:22]1.[Na+:32].[O:41]=[C:42]([CH:43]=[CH:44][c:45]1[cH:46][cH:47][cH:48][cH:49][cH:50]1)[CH:51]=[CH:52][c:53]1[cH:54][cH:55][cH:56][cH:57][cH:58]1.[O:59]=[C:60]([CH:61]=[CH:62][c:63]1[cH:64][cH:65][cH:66][cH:67][cH:68]1)[CH:69]=[CH:70][c:71]1[cH:72][cH:73][cH:74][cH:75][cH:76]1.[O:77]=[C:78]([CH:79]=[CH:80][c:81]1[cH:82][cH:83][cH:84][cH:85][cH:86]1)[CH:87]=[CH:88][c:89]1[cH:90][cH:91][cH:92][cH:93][cH:94]1.[Pd:39].[Pd:40]>>[c:2]1([NH:15][CH2:16][c:17]2[cH:18][c:19]([NH:23][C:24]([CH3:25])=[O:26])[cH:20][cH:21][cH:22]2)[cH:3][c:4]2[c:5]([Cl:13])[n:6][nH:7][c:8](=[O:12])[c:9]2[cH:10][cH:11]1.